Dataset: the Open Reaction Database (ORD), a public repository of structured organic reaction records. Task: describe an organic reaction: reactants, conditions, products, and yield Starting materials: [OH-].[Na+] (sodium hydroxide), C(C)(=O)OC(C)=O (acetic anhydride), C(=O)O (formic acid), C(CC)N(C1CC2=C(C=CC=C2CC1)CN)CCC (2-dipropylamino-8-aminomethyl-1,2,3,4-tetrahydronaphthalene). Solvent: CCOCC (ether), O (water), CCOCC (ether). Reaction conditions: time 18 hour. Product: C(CC)N(C1CC2=C(C=CC=C2CC1)CNC=O)CCC (2-Dipropylamino-8-formamidomethyl-1,2,3,4-tetrahydronaphthalene). Reaction SMILES: C(O[C:5](=[O:7])C)(=O)C.C(O)=O.[CH2:11]([N:14]([CH2:27][CH2:28][CH3:29])[CH:15]1[CH2:24][CH2:23][C:22]2[C:17](=[C:18]([CH2:25][NH2:26])[CH:19]=[CH:20][CH:21]=2)[CH2:16]1)[CH2:12][CH3:13].[OH-].[Na+]>CCOCC.O>[CH2:27]([N:14]([CH2:11][CH2:12][CH3:13])[CH:15]1[CH2:24][CH2:23][C:22]2[C:17](=[C:18]([CH2:25][NH:26][CH:5]=[O:7])[CH:19]=[CH:20][CH:21]=2)[CH2:16]1)[CH2:28][CH3:29] |f:3.4|. Procedure details: 2.04 ml (21.5 mmol) of acetic anhydride and 0.86 ml (22.8 mmol) of formic acid were stirred for 2 h at +60° C. under nitrogen. After cooling to room temperature, 2.6 g (10 mmol) of 2-dipropylamino-8-aminomethyl-1,2,3,4-tetrahydronaphthalene were added dropwise at a maximum of +25° C. After 15 minutes post-reaction, 5 ml of ether were added. The batch was subsequently stirred for a further 18 h at room temperature and then diluted with 20 ml of ether and 20 ml of water. The aqueous phase was adju... The reactants are O (water), N1[C@@H](CC1)C(=O)O ((S)-(-)-2-azetidine carboxylic acid), C([O-])([O-])=O.[Na+].[Na+] (sodium carbonate), ClC(=O)OCC1C2=CC=CC=C2C=2C=CC=CC12 (9-fluorenylmethyl chloroformate). The solvent is 10, O1CCOCC1 (dioxane). Reaction conditions: temperature 0 celsius, time 3 hour. The product is C1=CC=CC=2C3=CC=CC=C3C(C12)COC(=O)N1[C@@H](CC1)C(=O)O ((S)-N-(9-fluorenylmethoxycarbonyl) azetidine-2-carboxylic acid). RXN SMILES: [NH:1]1[CH2:4][CH2:3][C@H:2]1[C:5]([OH:7])=[O:6].C(=O)([O-])[O-].[Na+].[Na+].Cl[C:15]([O:17][CH2:18][CH:19]1[C:31]2[CH:30]=[CH:29][CH:28]=[CH:27][C:26]=2[C:25]2[C:20]1=[CH:21][CH:22]=[CH:23][CH:24]=2)=[O:16].O>O1CCOCC1>[CH:30]1[C:31]2[CH:19]([CH2:18][O:17][C:15]([N:1]3[CH2:4][CH2:3][C@H:2]3[C:5]([OH:7])=[O:6])=[O:16])[C:20]3[C:25](=[CH:24][CH:23]=[CH:22][CH:21]=3)[C:26]=2[CH:27]=[CH:28][CH:29]=1 |f:1.2.3|. Procedure details: To a solution of 0.50 g of (S)-(-)-2-azetidine carboxylic acid in 15 ml of 10 aqueous sodium carbonate solution was added 1.3 g of 9-fluorenylmethyl chloroformate in 10 ml of dioxane, dropwise, while maintaining the temperature of the reaction mixture at 0° C. The reaction mixture was allowed to warm to room temperature and stirred for 3 hours, then poured into water and the aqueous solution was washed with ether. The aqueous layer was cooled to 0° C. and adjusted to a pH of 2 with 3N hydrochlor... Starting materials: FC1(CC(C1)COCC1=NC(=NC(=C1)C(=C)OCC)NC1=CC(=C(C=C1)C1=CN=NC(=C1)C)OC)F (4-(((3,3-difluorocyclobutyl)methoxy)methyl)-6-(1-ethoxyvinyl)-N-(3-methoxy-4-(6-methylpyridazin-4-yl)phenyl)pyrimidin-2-amine), O (water), Cl (HCl). Run in O1CCOCC1 (dioxane). Run at temperature 50 celsius, time 20 minute. Yields the product FC1(CC(C1)COCC1=CC(=NC(=N1)NC1=CC(=C(C=C1)C1=CN=NC(=C1)C)OC)C(C)=O)F (1-(6-(((3,3-Difluorocyclobutyl)methoxy)methyl)-2-(3-methoxy-4-(6-methylpyridazin-4-yl)phenylamino)pyrimidin-4-yl)ethanone). Isolated yield 95.3%. Reaction SMILES: [F:1][C:2]1([F:36])[CH2:5][CH:4]([CH2:6][O:7][CH2:8][C:9]2[CH:14]=[C:13]([C:15]([O:17]CC)=[CH2:16])[N:12]=[C:11]([NH:20][C:21]3[CH:26]=[CH:25][C:24]([C:27]4[CH:32]=[C:31]([CH3:33])[N:30]=[N:29][CH:28]=4)=[C:23]([O:34][CH3:35])[CH:22]=3)[N:10]=2)[CH2:3]1.O.Cl>O1CCOCC1>[F:36][C:2]1([F:1])[CH2:5][CH:4]([CH2:6][O:7][CH2:8][C:9]2[N:10]=[C:11]([NH:20][C:21]3[CH:26]=[CH:25][C:24]([C:27]4[CH:32]=[C:31]([CH3:33])[N:30]=[N:29][CH:28]=4)=[C:23]([O:34][CH3:35])[CH:22]=3)[N:12]=[C:13]([C:15](=[O:17])[CH3:16])[CH:14]=2)[CH2:3]1. Procedure details: To a solution of 4-(((3,3-difluorocyclobutyl)methoxy)methyl)-6-(1-ethoxyvinyl)-N-(3-methoxy-4-(6-methylpyridazin-4-yl)phenyl)pyrimidin-2-amine (104 mg, 0.21 mmol) in dioxane (15 mL) were added water (1 mL) and HCl (conc. 0.052 mL, 0.63 mmol). The mixture was stirred at 50° C. for 20 minutes. The solvent was evaporate and 50% saturated aqueous sodium bicarbonate solution was added. The mixture was extracted with DCM. The organic phase was separated on phase separator and evaporated to give the ti...